This data is from the Open Reaction Database (ORD), a public repository of structured organic reaction records. The task is: describe an organic reaction: reactants, conditions, products, and yield Reactants: C(=O)(OC(C)(C)C)N(OCC=C)CCC (N-Boc-N-propyl-O-allylhydroxylamine). Reagents/catalysts: [Pd] (Palladium-on-carbon). Run in CCOC(=O)C (EtOAc). Run at time 6 hour. Product: C(=O)(OC(C)(C)C)N(OCCC)CCC (N-Boc-N-propyl-N-propoxyamine). The yield is 95.8%. RXN SMILES: [C:1]([N:8]([CH2:13][CH2:14][CH3:15])[O:9][CH2:10][CH:11]=[CH2:12])([O:3][C:4]([CH3:7])([CH3:6])[CH3:5])=[O:2]>CCOC(C)=O.[Pd]>[C:1]([N:8]([CH2:13][CH2:14][CH3:15])[O:9][CH2:10][CH2:11][CH3:12])([O:3][C:4]([CH3:5])([CH3:6])[CH3:7])=[O:2]. Procedure: N-Boc-N-propyl-O-allylhydroxylamine (6.0 g) was dissolved in EtOAc (100 mL). 10% Palladium-on-carbon (0.5 g) was added, and the mixture was purged with nitrogen. The nitrogen line was exchanged for a balloon of hydrogen, and the mixture was stirred at room temperature for 6 hours. The catalyst was removed by filtration through a pad of Celite and the solvents were removed in vacuo to give a yellow oil which was purified by flash chromatography on silica gel eluting with 5% EtOAc/hexanes to give ... Starting materials: [Li]CCCC, CCOC(C)=O, COC(=O)Cl, Fc1cccc(Cl)c1, O. Yields the product COC(=O)c1c(F)cccc1Cl. As a reaction SMILES: [CH2:1]([Li:2])[CH2:3][CH2:4][CH3:5].[CH3:20][CH2:21][O:22][C:23]([CH3:24])=[O:25].[Cl:14][C:15](=[O:16])[O:17][CH3:18].[Cl:6][c:7]1[cH:8][c:9]([F:13])[cH:10][cH:11][cH:12]1.[OH2:19]>>[Cl:6][c:7]1[c:8]([C:15](=[O:16])[O:17][CH3:18])[c:9]([F:13])[cH:10][cH:11][cH:12]1. The reactants are CCO, C1CC2OC2C1, [Cl-], [N-]=[N+]=[N-], [NH4+], [Na+], O. The product is [N-]=[N+]=NC1CCCC1O. As a reaction SMILES: [CH3:14][CH2:15][OH:16].[CH:1]12[CH:2]([CH2:3][CH2:4][CH2:5]1)[O:6]2.[Cl-:12].[N-:9]=[N+:10]=[N-:11].[NH4+:13].[Na+:8].[OH2:7]>>[CH:1]1([N:9]=[N+:10]=[N-:11])[CH:2]([OH:6])[CH2:3][CH2:4][CH2:5]1. Starting materials: NC1=C(C=CC=C1C(C1=CC=CC=C1)=O)C(C(=O)NC)SC (2-amino-3-benzoyl-α-(methylthio)-N-methylphenylacetamide). Reagents/catalysts: [Ni] (Raney nickel). Run in O1CCCC1 (tetrahydrofuran). Yields the product NC1=C(C=CC=C1C(C1=CC=CC=C1)=O)CC(=O)NC (2-Amino-3-benzoyl-N-methylphenylacetamide). The yield is 89.0%. RXN SMILES: [NH2:1][C:2]1[C:7]([C:8](=[O:15])[C:9]2[CH:14]=[CH:13][CH:12]=[CH:11][CH:10]=2)=[CH:6][CH:5]=[CH:4][C:3]=1[CH:16](SC)[C:17]([NH:19][CH3:20])=[O:18]>O1CCCC1.[Ni]>[NH2:1][C:2]1[C:7]([C:8](=[O:15])[C:9]2[CH:14]=[CH:13][CH:12]=[CH:11][CH:10]=2)=[CH:6][CH:5]=[CH:4][C:3]=1[CH2:16][C:17]([NH:19][CH3:20])=[O:18]. Reported procedure: A solution of 22.5 g (0.072 mol) of 2-amino-3-benzoyl-α-(methylthio)-N-methylphenylacetamide in 400 ml of tetrahydrofuran was treated with 160 g of wet Raney nickel (washed 3 times with water and 3 times with tetrahydrofuran) for 10 minutes. The mixture was filtered and the filtrate was concentrated. The residue was crystallized from isopropyl alcohol to give 17.2 g (89%) of yellow needles, m.p. 145°-146° C. Starting materials: [Al], [Li]CCCC, CN=C1CCc2ccccc21, CO, [SiH3]c1ccccc1, c1ccccc1. Yields the product CNC1CCc2ccccc21. RXN SMILES: [Al:30].[CH2:1]([Li:2])[CH2:3][CH2:4][CH3:5].[CH3:13][N:14]=[C:15]1[CH2:16][CH2:17][c:18]2[cH:19][cH:20][cH:21][cH:22][c:23]21.[CH3:31][OH:32].[c:6]1([SiH3:7])[cH:8][cH:9][cH:10][cH:11][cH:12]1.[cH:24]1[cH:25][cH:26][cH:27][cH:28][cH:29]1>>[CH3:13][NH:14][CH:15]1[CH2:16][CH2:17][c:18]2[cH:19][cH:20][cH:21][cH:22][c:23]21. The reactants are C(C)OC(C(CC=1C=C2C=C(NC2=CC1)C)OCC)=O (rac-2-ethoxy-3-(2-methyl-1H-indol-5-yl)-propionic acid ethyl ester), ClCC=1N=C(SC1)C1=CC=CC=C1 (4-chloromethyl-2-phenyl-thiazole), [H-].[Na+] (sodium hydride). Run in O (water), CN(C=O)C (N,N-dimethylformamide). Product: C(C)OC(C(=O)O)CC=1C=C2C=C(N(C2=CC1)CC=1N=C(SC1)C1=CC=CC=C1)C (rac-2-ethoxy-3-[2-methyl-1-(2-phenyl-thiazol-4-ylmethyl)-1H-indol-5-yl]-propionic acid). The yield is 90.4%. RXN SMILES: C([O:3][C:4](=[O:20])[CH:5]([O:17][CH2:18][CH3:19])[CH2:6][C:7]1[CH:8]=[C:9]2[C:13](=[CH:14][CH:15]=1)[NH:12][C:11]([CH3:16])=[CH:10]2)C.Cl[CH2:22][C:23]1[N:24]=[C:25]([C:28]2[CH:33]=[CH:32][CH:31]=[CH:30][CH:29]=2)[S:26][CH:27]=1.[H-].[Na+]>CN(C)C=O.O>[CH2:18]([O:17][CH:5]([CH2:6][C:7]1[CH:8]=[C:9]2[C:13](=[CH:14][CH:15]=1)[N:12]([CH2:22][C:23]1[N:24]=[C:25]([C:28]3[CH:29]=[CH:30][CH:31]=[CH:32][CH:33]=3)[S:26][CH:27]=1)[C:11]([CH3:16])=[CH:10]2)[C:4]([OH:3])=[O:20])[CH3:19] |f:2.3|. Reported procedure: 0.28 g (1.0 mmol) rac-2-ethoxy-3-(2-methyl-1H-indol-5-yl)-propionic acid ethyl ester (preparation 5) were reacted with 0.23 g (1.1 mmol) 4-chloromethyl-2-phenyl-thiazole in 5 ml N,N-dimethylformamide in the presence of 0.09 g (2.0 mmol) sodium hydride (55%) in mineral oil) at room temperature for 16 hours. The reaction mixture was then diluted with water and extracted with dichloromethane. The combined organic phases were dried over MgSO4 and evaporated. The residue formed was purified by flash-... Reactants: CC[SiH](CC)CC, COc1ccc(CN2CCC=C(CCC(=O)O)C2=O)c(OC)c1, O=C(O)C(F)(F)F. The product is O=C(O)CCC1=CCCNC1=O. RXN SMILES: [CH2:24]([SiH:25]([CH2:26][CH3:27])[CH2:28][CH3:29])[CH3:30].[CH3:1][O:2][c:3]1[cH:4][c:5]([O:18][CH3:19])[cH:20][cH:21][c:22]1[CH2:23][N:6]1[C:7](=[O:17])[C:8]([CH2:12][CH2:13][C:14](=[O:15])[OH:16])=[CH:9][CH2:10][CH2:11]1.[OH:31][C:32]([C:33]([F:34])([F:35])[F:36])=[O:37]>>[NH:6]1[C:7](=[O:17])[C:8]([CH2:12][CH2:13][C:14](=[O:15])[OH:16])=[CH:9][CH2:10][CH2:11]1.